Dataset: the Open Reaction Database (ORD), a public repository of structured organic reaction records. Task: describe an organic reaction: reactants, conditions, products, and yield Reactants: O1C(=CC=C1)C(=O)NC1(CCCCC1)C(=O)OC (methyl 1-[N-(furan-2-ylcarbonyl)amino]-1-cyclohexanecarboxylate), [OH-].[Na+] (sodium hydroxide). Solvent: CO (methanol). Product: O1C(=CC=C1)C(=O)NC1(CCCCC1)C(=O)O (1-[N-(furan-2-ylcarbonyl)amino]cyclohexanecarboxylic acid). Isolated yield 67.3%. As a reaction SMILES: [O:1]1[CH:5]=[CH:4][CH:3]=[C:2]1[C:6]([NH:8][C:9]1([C:15]([O:17]C)=[O:16])[CH2:14][CH2:13][CH2:12][CH2:11][CH2:10]1)=[O:7].[OH-].[Na+]>CO>[O:1]1[CH:5]=[CH:4][CH:3]=[C:2]1[C:6]([NH:8][C:9]1([C:15]([OH:17])=[O:16])[CH2:14][CH2:13][CH2:12][CH2:11][CH2:10]1)=[O:7] |f:1.2|. Reported procedure: To the solution of methyl 1-[N-(furan-2-ylcarbonyl)amino]-1-cyclohexanecarboxylate (9.6 g) obtained in Step 1 in 100 ml of methanol, was added 2N-sodium hydroxide solution (50 ml). The reaction mixture was refluxed for 3 hours and concentrated. The resulting residue was diluted with 150 ml of water and washed with 100 ml of diethyl ether. 6N-hydrochloride was added dropwise to the resulting aqueous layer to adjust the pH of the solution to pH 3. The resulting white solid was filtered and dried t...